Dataset: the Open Reaction Database (ORD), a public repository of structured organic reaction records. Task: describe an organic reaction: reactants, conditions, products, and yield The reactants are ClC=1C=C(C=CC1)C1=NC(=CC2=CC(=C(C=C12)OC)OC)COC(C)=O (1-(3-chlorophenyl)-3-(acetoxymethyl)-6,7-dimethoxy-isoquinoline), compound, solution, Cl (hydrochloric acid). Yields the product Cl.ClC=1C=C(C=CC1)C1=NC(=CC2=CC(=C(C=C12)OC)OC)CO (1-(3-Chlorophenyl)-3-(hydroxymethyl)-6,7-dimethoxy-isoquinoline hydrochloride). Isolated yield 197.1%. RXN SMILES: [Cl:1][C:2]1[CH:3]=[C:4]([C:8]2[C:17]3[C:12](=[CH:13][C:14]([O:20][CH3:21])=[C:15]([O:18][CH3:19])[CH:16]=3)[CH:11]=[C:10]([CH2:22][O:23]C(=O)C)[N:9]=2)[CH:5]=[CH:6][CH:7]=1.Cl>>[ClH:1].[Cl:1][C:2]1[CH:3]=[C:4]([C:8]2[C:17]3[C:12](=[CH:13][C:14]([O:20][CH3:21])=[C:15]([O:18][CH3:19])[CH:16]=3)[CH:11]=[C:10]([CH2:22][OH:23])[N:9]=2)[CH:5]=[CH:6][CH:7]=1 |f:2.3|. Procedure: 15.67 g (0.042 M) of 1-(3-chlorophenyl)-3-(acetoxymethyl)-6,7-dimethoxy-isoquinoline (compound of Example 21) are refluxed in 160 ml of an aqueous 5% solution of hydrochloric acid for one hour. The crystals of the end-product are rapidly beginning to form from the initially clear solution. After ice-cooling the reaction mixture is filtered, the product is washed with 3×10 ml of water and dried at 90° to 100° C., giving 15.21 g of a crude product, m.p. 210° to 214° C. The crude product is purifie... The reactants are C(C)(=O)NC1=CC=C(C(N1)=O)CC1=CC=C(C=C1)CC (6-(N-acetylamino)-3-(4-ethylbenzyl)-1H-pyridin-2-one), [OH-].[Na+] (sodium hydroxide). Solvent: CO (methanol). The product is NC1=CC=C(C(N1)=O)CC1=CC=C(C=C1)CC (6-amino-3-(4-ethylbenzyl)-1H-pyridin-2-one). Isolated yield 8.1%. As a reaction SMILES: C([NH:4][C:5]1[NH:10][C:9](=[O:11])[C:8]([CH2:12][C:13]2[CH:18]=[CH:17][C:16]([CH2:19][CH3:20])=[CH:15][CH:14]=2)=[CH:7][CH:6]=1)(=O)C.[OH-].[Na+]>CO>[NH2:4][C:5]1[NH:10][C:9](=[O:11])[C:8]([CH2:12][C:13]2[CH:14]=[CH:15][C:16]([CH2:19][CH3:20])=[CH:17][CH:18]=2)=[CH:7][CH:6]=1 |f:1.2|. Procedure: To a solution of 6-(N-acetylamino)-3-(4-ethylbenzyl)-1H-pyridin-2-one (0.19 g) in methanol (1 mL) was added 2 mol/L aqueous sodium hydroxide solution (0.35 mL), and the mixture was added for 22 hours at 80° C. The reaction mixture was concentrated under reduced pressure, and the residue was purified by column chromatography on silica gel (eluent: dichloro-methane/methanol=6/1) to give 6-amino-3-(4-ethylbenzyl)-1H-pyridin-2-one (0.013 g). Reactants: [BH4-], C=CCC1(c2ccc(F)cc2)CCN(C(C)c2ccc(Br)cc2)C(=O)O1, ClCCl, [Na+], O=[O+][O-]. The product is CC(c1ccc(Br)cc1)N1CCC(CCO)(c2ccc(F)cc2)OC1=O. Reaction SMILES: [BH4-:30].[CH2:1]([CH:2]=[CH2:3])[C:4]1([c:20]2[cH:21][cH:22][c:23]([F:26])[cH:24][cH:25]2)[CH2:5][CH2:6][N:7]([CH:11]([CH3:12])[c:13]2[cH:14][cH:15][c:16]([Br:19])[cH:17][cH:18]2)[C:8](=[O:10])[O:9]1.[Cl:32][CH2:33][Cl:34].[Na+:31].[O-:27][O+:28]=[O:29]>>[CH2:1]([CH2:2][OH:27])[C:4]1([c:20]2[cH:21][cH:22][c:23]([F:26])[cH:24][cH:25]2)[CH2:5][CH2:6][N:7]([CH:11]([CH3:12])[c:13]2[cH:14][cH:15][c:16]([Br:19])[cH:17][cH:18]2)[C:8](=[O:10])[O:9]1.